From a dataset of the Open Reaction Database (ORD), a public repository of structured organic reaction records. describe an organic reaction: reactants, conditions, products, and yield Reactants: CCCO, Cc1ccccc1, CN(C)c1ccncc1, O, Cc1cc(O)c(C(=O)O)c(=O)o1. Yields the product CCCOC(=O)c1c(O)cc(C)oc1=O. As a reaction SMILES: [CH2:13]([CH2:14][CH3:15])[OH:16].[CH3:18][c:19]1[cH:20][cH:21][cH:22][cH:23][cH:24]1.[CH3:25][N:26]([CH3:27])[c:28]1[cH:29][cH:30][n:31][cH:32][cH:33]1.[OH2:17].[OH:1][c:2]1[c:3]([C:10](=[O:11])[OH:12])[c:4](=[O:9])[o:5][c:6]([CH3:8])[cH:7]1>>[OH:1][c:2]1[c:3]([C:10](=[O:11])[O:12][CH2:13][CH2:14][CH3:15])[c:4](=[O:9])[o:5][c:6]([CH3:8])[cH:7]1.